This data is from the Open Reaction Database (ORD), a public repository of structured organic reaction records. The task is: describe an organic reaction: reactants, conditions, products, and yield Reported procedure: To a solution of 146 (0.59 g, 1.0 eq.) in DMF (5 mL) and acetic acid (1 mL) was added 10% Pd/C (300 mg). The flask was evacuated and flushed with hydrogen. The reaction was then stirred at room temperature under an atmosphere of hydrogen for 16 hours. The reaction was then filtered through Celite and crude amine 147 was immediately used in the next step as a solution in DMF. The solvent is CN(C)C=O (DMF), C(C)(=O)O (acetic acid). Reagents/catalysts: [Pd] (Pd/C). Reaction SMILES: [N:1]([CH2:4][CH2:5][CH2:6][C@H:7]1[C:10](=[O:11])[NH:9][C@@H:8]1[C:12]([OH:14])=[O:13])=[N+]=[N-]>CN(C=O)C.C(O)(=O)C.[Pd]>[NH2:1][CH2:4][CH2:5][CH2:6][C@H:7]1[C:10](=[O:11])[NH:9][C@@H:8]1[C:12]([OH:14])=[O:13]. Yields the product NCCC[C@@H]1[C@H](NC1=O)C(=O)O ((2S,3R)-3-(3-aminopropyl)-4-oxoazetidine-2-carboxylic acid). The reactants are N(=[N+]=[N-])CCC[C@@H]1[C@H](NC1=O)C(=O)O ((2S,3R)-3-(3-azidopropyl)-4-oxoazetidine-2-carboxylic acid). Reaction conditions: time 16 hour. Starting materials: COc1cc(NC(C)CCCN2C(=O)c3ccccc3C2=O)c2nc(C(F)(F)F)ccc2c1, CCO, CO, ClC(Cl)Cl, NN. Product: COc1cc(NC(C)CCCN)c2nc(C(F)(F)F)ccc2c1. As a reaction SMILES: [CH3:1][O:2][c:3]1[cH:4][c:5]2[cH:6][cH:7][c:8]([C:30]([F:31])([F:32])[F:33])[n:9][c:10]2[c:11]([NH:13][CH:14]([CH2:15][CH2:16][CH2:17][N:18]2[C:19](=[O:20])[c:21]3[cH:22][cH:23][cH:24][cH:25][c:26]3[C:27]2=[O:28])[CH3:29])[cH:12]1.[CH3:36][CH2:37][OH:38].[CH3:43][OH:44].[CH:39]([Cl:40])([Cl:41])[Cl:42].[NH2:34][NH2:35]>>[CH3:1][O:2][c:3]1[cH:4][c:5]2[cH:6][cH:7][c:8]([C:30]([F:31])([F:32])[F:33])[n:9][c:10]2[c:11]([NH:13][CH:14]([CH2:15][CH2:16][CH2:17][NH2:18])[CH3:29])[cH:12]1. Reactants: CC(C)(C)OC(=O)NC(CC1CCCCC1)C1CCC(=O)O1, CC(C)=O, CCCCCC, CC(C)NC(C)C, [Cl-], [Li]CCCC, [NH4+], C1CCOC1. Product: CC(C)(C)OC(=O)NC(CC1CCCCC1)C1CC(C(C)(C)O)C(=O)O1. Reaction SMILES: [C:13]([CH3:14])([CH3:15])([CH3:16])[O:17][C:18](=[O:19])[NH:20][CH:21]([CH2:22][CH:23]1[CH2:24][CH2:25][CH2:26][CH2:27][CH2:28]1)[CH:29]1[CH2:30][CH2:31][C:32](=[O:34])[O:33]1.[CH3:35][C:36]([CH3:37])=[O:38].[CH3:41][CH2:42][CH2:43][CH2:44][CH2:45][CH3:46].[CH:6]([NH:7][CH:8]([CH3:9])[CH3:10])([CH3:11])[CH3:12].[Cl-:39].[Li:1][CH2:2][CH2:3][CH2:4][CH3:5].[NH4+:40].[O:47]1[CH2:48][CH2:49][CH2:50][CH2:51]1>>[C:13]([CH3:14])([CH3:15])([CH3:16])[O:17][C:18](=[O:19])[NH:20][CH:21]([CH2:22][CH:23]1[CH2:24][CH2:25][CH2:26][CH2:27][CH2:28]1)[CH:29]1[CH2:30][CH:31]([C:36]([CH3:35])([CH3:37])[OH:38])[C:32](=[O:34])[O:33]1. The reactants are OCCCO, COCCOC, ClC(Cl)Cl, [Na+], [Na+], O=C([O-])[O-], c1ccc(P(c2ccccc2)(c2ccccc2)[Pd](P(c2ccccc2)(c2ccccc2)c2ccccc2)(P(c2ccccc2)(c2ccccc2)c2ccccc2)P(c2ccccc2)(c2ccccc2)c2ccccc2)cc1, Fc1cc(Br)cc(-c2nc(-c3ccccn3)no2)c1, OB(O)c1cccnc1. Product: Fc1cc(-c2cccnc2)cc(-c2nc(-c3ccccn3)no2)c1. Reaction SMILES: [CH2:20]([OH:21])[CH2:22][CH2:23][OH:24].[CH3:34][O:35][CH2:36][CH2:37][O:38][CH3:39].[CH:46]([Cl:47])([Cl:48])[Cl:49].[Na+:40].[Na+:41].[O-:42][C:43](=[O:44])[O-:45].[cH:50]1[cH:51][cH:52][c:53]([P:54]([Pd:55]([P:56]([c:57]2[cH:58][cH:59][cH:60][cH:61][cH:62]2)([c:63]2[cH:64][cH:65][cH:66][cH:67][cH:68]2)[c:69]2[cH:70][cH:71][cH:72][cH:73][cH:74]2)([P:75]([c:76]2[cH:77][cH:78][cH:79][cH:80][cH:81]2)([c:82]2[cH:83][cH:84][cH:85][cH:86][cH:87]2)[c:88]2[cH:89][cH:90][cH:91][cH:92][cH:93]2)[P:94]([c:95]2[cH:96][cH:97][cH:98][cH:99][cH:100]2)([c:101]2[cH:102][cH:103][cH:104][cH:105][cH:106]2)[c:107]2[cH:108][cH:109][cH:110][cH:111][cH:112]2)([c:113]2[cH:114][cH:115][cH:116][cH:117][cH:118]2)[c:119]2[cH:120][cH:121][cH:122][cH:123][cH:124]2)[cH:125][cH:126]1.[n:1]1[c:2](-[c:7]2[n:8][o:9][c:10](-[c:12]3[cH:13][c:14]([Br:19])[cH:15][c:16]([F:18])[cH:17]3)[n:11]2)[cH:3][cH:4][cH:5][cH:6]1.[n:25]1[cH:26][c:27]([B:31]([OH:32])[OH:33])[cH:28][cH:29][cH:30]1>>[n:1]1[c:2](-[c:7]2[n:8][o:9][c:10](-[c:12]3[cH:13][c:14](-[c:27]4[cH:26][n:25][cH:30][cH:29][cH:28]4)[cH:15][c:16]([F:18])[cH:17]3)[n:11]2)[cH:3][cH:4][cH:5][cH:6]1. The reactants are [Al+3], CC(C)(C)OC(=O)NC(C)(C(=O)OC(C)(C)C)c1cc(F)cc(F)c1, C1CCOC1, [H-], [H-], [H-], [H-], [Li+]. Product: CC(C)(C)OC(=O)NC(C)(C=O)c1cc(F)cc(F)c1. As a reaction SMILES: [Al+3:27].[C:1]([CH3:2])([CH3:3])([CH3:4])[O:5][C:6](=[O:7])[NH:8][C:9]([C:10](=[O:11])[O:12][C:13]([CH3:14])([CH3:15])[CH3:16])([CH3:17])[c:18]1[cH:19][c:20]([F:25])[cH:21][c:22]([F:24])[cH:23]1.[CH2:32]1[O:33][CH2:34][CH2:35][CH2:36]1.[H-:26].[H-:29].[H-:30].[H-:31].[Li+:28]>>[C:1]([CH3:2])([CH3:3])([CH3:4])[O:5][C:6](=[O:7])[NH:8][C:9]([CH:10]=[O:11])([CH3:17])[c:18]1[cH:19][c:20]([F:25])[cH:21][c:22]([F:24])[cH:23]1. Starting materials: O=C([O-])[O-], CC(C)(C)OC(N)=O, CC(=O)[O-], CC(=O)[O-], CCOC(C)=O, CC(C)(C)O, CC(C)c1cc(C(C)C)c(-c2ccccc2P(C2CCCCC2)C2CCCCC2)c(C(C)C)c1, CC1(C)Oc2cc(NS(C)(=O)=O)ccc2N(c2ccc(F)c(Cl)c2)C1=O, [K+], [K+], OB(O)c1ccccc1, [Pd+2]. The product is CC(C)(C)OC(=O)Nc1cc(N2C(=O)C(C)(C)Oc3cc(NS(C)(=O)=O)ccc32)ccc1F. As a reaction SMILES: [C:70](=[O:71])([O-:72])[O-:73].[C:76]([NH2:77])([O:78][C:79]([CH3:80])([CH3:81])[CH3:82])=[O:83].[C:90]([O-:91])(=[O:92])[CH3:93].[C:95]([O-:96])(=[O:97])[CH3:98].[CH3:84][CH2:85][O:86][C:87](=[O:88])[CH3:89].[CH3:99][C:100]([OH:101])([CH3:102])[CH3:103].[CH:1]1([P:2]([CH:3]2[CH2:4][CH2:5][CH2:6][CH2:7][CH2:8]2)[c:9]2[cH:10][cH:11][cH:12][cH:13][c:14]2-[c:15]2[c:16]([CH:17]([CH3:18])[CH3:19])[cH:20][c:21]([CH:22]([CH3:23])[CH3:24])[cH:25][c:26]2[CH:27]([CH3:28])[CH3:29])[CH2:30][CH2:31][CH2:32][CH2:33][CH2:34]1.[Cl:44][c:45]1[cH:46][c:47]([N:52]2[C:53](=[O:69])[C:54]([CH3:67])([CH3:68])[O:55][c:56]3[c:57]2[cH:58][cH:59][c:60]([NH:62][S:63](=[O:64])(=[O:65])[CH3:66])[cH:61]3)[cH:48][cH:49][c:50]1[F:51].[K+:74].[K+:75].[OH:35][B:36]([c:37]1[cH:38][cH:39][cH:40][cH:41][cH:42]1)[OH:43].[Pd+2:94]>>[c:45]1([NH:77][C:76]([O:78][C:79]([CH3:80])([CH3:81])[CH3:82])=[O:83])[cH:46][c:47]([N:52]2[C:53](=[O:69])[C:54]([CH3:67])([CH3:68])[O:55][c:56]3[c:57]2[cH:58][cH:59][c:60]([NH:62][S:63](=[O:64])(=[O:65])[CH3:66])[cH:61]3)[cH:48][cH:49][c:50]1[F:51]. The reactants are FC(C(=O)O)(F)F.CC(C)(C)N1N=C(C=C1C(=O)NCC1=CC=C(C=C1)C=1C=C2C(=CNC2=C(C1)C(=O)N)C1CCN(CC1)S(=O)(=O)CC)C (5-{4-[({[1-(1,1-dimethylethyl)-3-methyl-1H-pyrazol-5-yl]carbonyl}amino)methyl]phenyl}-3-[1-(ethylsulfonyl)-4-piperidinyl]-1H-indole-7-carboxamide trifluoroacetate), CC(C)(C)N1N=C(C=C1C(=O)NCC1=CC=C(C=C1)B(O)O)C ({4-[({[1-(1,1-dimethylethyl)-3-methyl-1H-pyrazol-5-yl]carbonyl}amino)methyl]phenyl}boronic acid). Product: C(C)S(=O)(=O)N1CCC(CC1)C1=CNC2=C(C=C(C=C12)C1=CC=C(C=C1)CNC(=O)C1=CC=NC=C1)C(=O)N (3-[1-(ethylsulfonyl)-4-piperidinyl]-5-(4-{[(4-pyridinylcarbonyl)amino]methyl}phenyl)-1H-indole-7-carboxamide). The yield is 45.8%. RXN SMILES: F[C:2](F)(F)[C:3](O)=O.CC(N1[C:16]([C:17]([NH:19][CH2:20][C:21]2[CH:26]=[CH:25][C:24]([C:27]3[CH:28]=[C:29]4[C:33](=[C:34]([C:36]([NH2:38])=[O:37])[CH:35]=3)[NH:32][CH:31]=[C:30]4[CH:39]3[CH2:44][CH2:43][N:42]([S:45]([CH2:48][CH3:49])(=[O:47])=[O:46])[CH2:41][CH2:40]3)=[CH:23][CH:22]=2)=[O:18])=[CH:15][C:14](C)=[N:13]1)(C)C.CC(N1C(C(NCC2C=CC(B(O)O)=CC=2)=O)=CC(C)=N1)(C)C>>[CH2:48]([S:45]([N:42]1[CH2:41][CH2:40][CH:39]([C:30]2[C:29]3[C:33](=[C:34]([C:36]([NH2:38])=[O:37])[CH:35]=[C:27]([C:24]4[CH:23]=[CH:22][C:21]([CH2:20][NH:19][C:17]([C:16]5[CH:15]=[CH:14][N:13]=[CH:3][CH:2]=5)=[O:18])=[CH:26][CH:25]=4)[CH:28]=3)[NH:32][CH:31]=2)[CH2:44][CH2:43]1)(=[O:47])=[O:46])[CH3:49] |f:0.1|. Reported procedure: The title compound was prepared according to the general procedure of 5-{4-[({[1-(1,1-dimethylethyl)-3-methyl-1H-pyrazol-5-yl]carbonyl}amino)methyl]phenyl}-3-[1-(ethylsulfonyl)-4-piperidinyl]-1H-indole-7-carboxamide trifluoroacetate, substituting (4-{[(4-pyridinylcarbonyl)amino]methyl}phenyl)boronic acid (124 mg, 0.480 mmol) for {4-[({[1-(1,1-dimethylethyl)-3-methyl-1H-pyrazol-5-yl]carbonyl}amino)methyl]phenyl}boronic acid to afford 30 mg of the title compound (45.8%). Starting materials: COc1ccc(P2(=S)SP(=S)(c3ccc(OC)cc3)S2)cc1, Cc1ccccc1, CC(C)c1cccc(C(C)C)c1-n1nnn(C(C)C)c1=O. The product is CC(C)c1cccc(C(C)C)c1-n1nnn(C(C)C)c1=S. Reaction SMILES: [CH3:22][O:23][c:24]1[cH:25][cH:26][c:27]([P:28]2(=[S:29])[S:30][P:32](=[S:33])([c:34]3[cH:35][cH:36][c:37]([O:38][CH3:39])[cH:40][cH:41]3)[S:31]2)[cH:42][cH:43]1.[CH3:44][c:45]1[cH:46][cH:47][cH:48][cH:49][cH:50]1.[CH:1]([CH3:2])([CH3:3])[c:4]1[c:5](-[n:13]2[n:14][n:15][n:16]([CH:19]([CH3:20])[CH3:21])[c:17]2=[O:18])[c:6]([CH:10]([CH3:11])[CH3:12])[cH:7][cH:8][cH:9]1>>[CH:1]([CH3:2])([CH3:3])[c:4]1[c:5](-[n:13]2[n:14][n:15][n:16]([CH:19]([CH3:20])[CH3:21])[c:17]2=[S:31])[c:6]([CH:10]([CH3:11])[CH3:12])[cH:7][cH:8][cH:9]1. Starting materials: C(C)(=O)O (Acetic acid), [N+](=[N-])=C (diazomethane), OC(CCCN(S(=O)(=O)C)CCCCCCC(=O)O)CCCCC (7-[N-(4-hydroxynonyl)methanesulfonamido]heptanoic acid). Run in CCOCC (ether), CCOCC (ether). Conditions: time 4 hour. Yields the product OC(CCCN(S(=O)(=O)C)CCCCCCC(=O)OC)CCCCC (methyl 7-[N-(4-hydroxynonyl)methanesulfonamido]heptanoate). Reaction SMILES: [N+](=[CH2:3])=[N-].[OH:4][CH:5]([CH2:23][CH2:24][CH2:25][CH2:26][CH3:27])[CH2:6][CH2:7][CH2:8][N:9]([CH2:14][CH2:15][CH2:16][CH2:17][CH2:18][CH2:19][C:20]([OH:22])=[O:21])[S:10]([CH3:13])(=[O:12])=[O:11].C(O)(=O)C>CCOCC>[OH:4][CH:5]([CH2:23][CH2:24][CH2:25][CH2:26][CH3:27])[CH2:6][CH2:7][CH2:8][N:9]([CH2:14][CH2:15][CH2:16][CH2:17][CH2:18][CH2:19][C:20]([O:22][CH3:3])=[O:21])[S:10]([CH3:13])(=[O:11])=[O:12]. Procedure: A solution of diazomethane (approx. 2.5 g., 0.06 mole) in ether (100 ml.) is mixed with a solution of 7-[N-(4-hydroxynonyl)methanesulfonamido]heptanoic acid (10.8 g., 0.03 mole) (Example 1, Step B) in ether (50 ml.). The resulting solution is allowed to stand at room temperature for 4 hours. Acetic acid is then added to destroy the excess diazomethane and the solution is washed with dilute sodium bicarbonate solution and water and dried over sodium sulfate. Evaporation of volatile materials at r...